This data is from the Open Reaction Database (ORD), a public repository of structured organic reaction records. The task is: describe an organic reaction: reactants, conditions, products, and yield Procedure: Compound 78 was dissolved in 20 ml of dioxane, followed by an addition of 2 ml of 1N HCl. The resultant mixture was stirred at 90° C. for 3 hours. After neutralizing the reaction mixture with an aqueous solution of sodium bicarbonate, it was extracted with ether. The extract was washed with water, dried and subjected to flash column chromatography (solvent: 1:2 mixture of ethyl acetate and hexane) to obtain 504 mg of Compound 79 (yield: 50% based on Compound 66). Run in O1CCOCC1 (dioxane). The yield is 50.0%. Reaction SMILES: [CH2:1]([C@@:8]([C@@:31]([CH2:72][C:73]1[CH:78]=[CH:77][CH:76]=[CH:75][CH:74]=1)([C@:33]([CH2:65][C:66]1[CH:71]=[CH:70][CH:69]=[CH:68][CH:67]=1)([C@@:35]([CH2:58][C:59]1[CH:64]=[CH:63][CH:62]=[CH:61][CH:60]=1)([CH:37](C(C1C=CC=CC=1)(C1C=CC=CC=1)C1C=CC=CC=1)[OH:38])[OH:36])[OH:34])[OH:32])([OH:30])[CH:9](C(C1C=CC=CC=1)(C1C=CC=CC=1)C1C=CC=CC=1)[OH:10])[C:2]1[CH:7]=[CH:6][CH:5]=[CH:4][CH:3]=1.Cl.C(=O)(O)[O-].[Na+]>O1CCOCC1>[CH2:58]([C@@:35]([C@@:33]([CH2:65][C:66]1[CH:71]=[CH:70][CH:69]=[CH:68][CH:67]=1)([C@:31]([CH2:72][C:73]1[CH:78]=[CH:77][CH:76]=[CH:75][CH:74]=1)([C@@:8]([CH2:1][C:2]1[CH:3]=[CH:4][CH:5]=[CH:6][CH:7]=1)([CH2:9][OH:10])[OH:30])[OH:32])[OH:34])([OH:36])[CH2:37][OH:38])[C:59]1[CH:64]=[CH:63][CH:62]=[CH:61][CH:60]=1 |f:2.3|. Reactants: Compound 66, C(C1=CC=CC=C1)[C@](C(O)C(C1=CC=CC=C1)(C1=CC=CC=C1)C1=CC=CC=C1)(O)[C@](O)([C@@](O)([C@](O)(C(O)C(C1=CC=CC=C1)(C1=CC=CC=C1)C1=CC=CC=C1)CC1=CC=CC=C1)CC1=CC=CC=C1)CC1=CC=CC=C1 (2,3,4,5-Tetrabenzyl-1,6-ditrityliditol), Cl (HCl), resultant mixture, C([O-])(O)=O.[Na+] (sodium bicarbonate). The product is C(C1=CC=CC=C1)[C@](CO)(O)[C@](O)([C@@](O)([C@](O)(CO)CC1=CC=CC=C1)CC1=CC=CC=C1)CC1=CC=CC=C1 (2,3,4,5-Tetrabenzyliditol). The reactants are NC(CCCC(=O)OC)C=1C(=NC=CC1OC)OC (methyl 5-amino-5-(2,4-dimethoxypyridin-3-yl)pentanoate), S1C(=NC=C1)C=1C=C(C=O)C=CC1 (3-(thiazol-2-yl)benzaldehyde). Yields the product COC1=NC=CC(=C1C1CCCC(N1CC1=CC(=CC=C1)C=1SC=CN1)=O)OC (6-(2,4-dimethoxypyridin-3-yl)-1-(3-(thiazol-2-yl)benzyl)piperidin-2-one). Reaction SMILES: [NH2:1][CH:2]([C:10]1[C:11]([O:18][CH3:19])=[N:12][CH:13]=[CH:14][C:15]=1[O:16][CH3:17])[CH2:3][CH2:4][CH2:5][C:6]([O:8]C)=O.[S:20]1[CH:24]=[CH:23][N:22]=[C:21]1[C:25]1[CH:26]=[C:27]([CH:30]=[CH:31][CH:32]=1)[CH:28]=O>>[CH3:19][O:18][C:11]1[C:10]([CH:2]2[N:1]([CH2:28][C:27]3[CH:30]=[CH:31][CH:32]=[C:25]([C:21]4[S:20][CH:24]=[CH:23][N:22]=4)[CH:26]=3)[C:6](=[O:8])[CH2:5][CH2:4][CH2:3]2)=[C:15]([O:16][CH3:17])[CH:14]=[CH:13][N:12]=1. Reported procedure: Prepared according to the described general procedure 1 (GP1) by reaction of methyl 5-amino-5-(2,4-dimethoxypyridin-3-yl)pentanoate with commercially available 3-(thiazol-2-yl)benzaldehyde. Subsequent purification by preparative HPLC afforded the target compound. LC-MS (conditions A): tR=0.68 min.; [M+H]+: 409.86 g/mol. As a reaction SMILES: [C:36]([OH:37])(=[O:38])[CH3:39].[N:1]1([CH2:6][CH2:7][CH2:8][CH2:9][NH:10][C:11](=[O:12])[c:13]2[n:14][cH:15][cH:16][c:17]([O:19][c:20]3[cH:21][cH:22][c:23]([OH:26])[cH:24][cH:25]3)[cH:18]2)[CH2:2][CH2:3][CH2:4][CH2:5]1.[Na+:35].[O-:31][C:32]([OH:33])=[O:34].[OH:27][N+:28]([O-:29])=[O:30]>>[N:1]1([CH2:6][CH2:7][CH2:8][CH2:9][NH:10][C:11](=[O:12])[c:13]2[n:14][cH:15][cH:16][c:17]([O:19][c:20]3[cH:21][c:22]([N+:28](=[O:27])[O-:29])[c:23]([OH:26])[cH:24][cH:25]3)[cH:18]2)[CH2:2][CH2:3][CH2:4][CH2:5]1. Product: O=C(NCCCCN1CCCC1)c1cc(Oc2ccc(O)c([N+](=O)[O-])c2)ccn1. Reactants: CC(=O)O, O=C(NCCCCN1CCCC1)c1cc(Oc2ccc(O)cc2)ccn1, [Na+], O=C([O-])O, O=[N+]([O-])O.